This data is from the Open Reaction Database (ORD), a public repository of structured organic reaction records. The task is: describe an organic reaction: reactants, conditions, products, and yield Reactants: B, O=C([O-])[O-], [K+], [K+], C1CCOC1, C1CCOC1, O, O=C(O)CCc1cccs1. Product: OCCCc1cccs1. As a reaction SMILES: [BH3:16].[C:18](=[O:19])([O-:20])[O-:21].[K+:22].[K+:23].[O:11]1[CH2:12][CH2:13][CH2:14][CH2:15]1.[O:24]1[CH2:25][CH2:26][CH2:27][CH2:28]1.[OH2:17].[s:1]1[c:2]([CH2:6][CH2:7][C:8](=[O:9])[OH:10])[cH:3][cH:4][cH:5]1>>[s:1]1[c:2]([CH2:6][CH2:7][CH2:8][OH:9])[cH:3][cH:4][cH:5]1. Starting materials: CCc1nc2cccnc2s1, ClCCl, [Na+], [Na+], O, O=C(OO)c1cccc(Cl)c1, O=S([O-])[O-]. RXN SMILES: [CH2:1]([CH3:2])[c:3]1[s:4][c:5]2[c:6]([n:7]1)[cH:8][cH:9][cH:10][n:11]2.[Cl:30][CH2:31][Cl:32].[Na+:27].[Na+:28].[OH2:29].[OH:12][O:13][C:14]([c:15]1[cH:16][c:17]([Cl:18])[cH:19][cH:20][cH:21]1)=[O:22].[S:23]([O-:24])([O-:25])=[O:26]>>[CH2:1]([CH3:2])[c:3]1[s:4][c:5]2[c:6]([n:7]1)[cH:8][cH:9][cH:10][n+:11]2[O-:12]. Product: CCc1nc2ccc[n+]([O-])c2s1. Starting materials: C(C1=CC=CC=C1)N1CCN(CC1)NC (1-Benzyl-4-methylaminopiperazine), C(C)(C)NC1=C(N=NC=C1Cl)Cl (4-Isopropylamino-3,5-dichloropyridazine). The product is C(C1=CC=CC=C1)N1CCN(CC1)N(C=1N=NC=C(C1NC(C)C)Cl)C (1-Benzyl-4-[N-methyl-N-(4-isopropylamino-5-chloro-3-pyridazinyl)amino]piperazine). As a reaction SMILES: [CH2:1]([N:8]1[CH2:13][CH2:12][N:11]([NH:14][CH3:15])[CH2:10][CH2:9]1)[C:2]1[CH:7]=[CH:6][CH:5]=[CH:4][CH:3]=1.[CH:16]([NH:19][C:20]1[C:25]([Cl:26])=[CH:24][N:23]=[N:22][C:21]=1Cl)([CH3:18])[CH3:17]>>[CH2:1]([N:8]1[CH2:9][CH2:10][N:11]([N:14]([CH3:15])[C:21]2[N:22]=[N:23][CH:24]=[C:25]([Cl:26])[C:20]=2[NH:19][CH:16]([CH3:18])[CH3:17])[CH2:12][CH2:13]1)[C:2]1[CH:3]=[CH:4][CH:5]=[CH:6][CH:7]=1. Procedure: 1-Benzyl-4-methylaminopiperazine (EXAMPLE 9, 2.30 g, 11.4 mmol) and 4-isopropylamino-3,5-dichloropyridazine (EXAMPLE 157, 1.0 g, 4.8 mmol) are heated in a sealed tube under a nitrogen atmosphere to 155° for 3 hr. The mixture is then chromatographed (silica gel, 150 g; 50-100% ethyl acetate/hexane) to give the title compound, NMR (300 MHz, CD3OD) 8.43, 7.30, 4.5, 3.51, 2.90, 2.72, 2.05, 1.75 and 1.21δ. Reactants: COC(=O)C1CC(N(Cc2ccc(F)cc2F)C(=O)OC(C)(C)C)CN1Cc1ccccc1, CO, [Li+], [OH-]. Product: CC(C)(C)OC(=O)N(Cc1ccc(F)cc1F)C1CC(C(=O)O)N(Cc2ccccc2)C1. Reaction SMILES: [CH3:1][O:2][C:3](=[O:4])[CH:5]1[N:6]([CH2:27][c:28]2[cH:29][cH:30][cH:31][cH:32][cH:33]2)[CH2:7][CH:8]([N:10]([CH2:11][c:12]2[c:13]([F:19])[cH:14][c:15]([F:18])[cH:16][cH:17]2)[C:20](=[O:21])[O:22][C:23]([CH3:24])([CH3:25])[CH3:26])[CH2:9]1.[CH3:36][OH:37].[Li+:35].[OH-:34]>>[O:2]=[C:3]([OH:4])[CH:5]1[N:6]([CH2:27][c:28]2[cH:29][cH:30][cH:31][cH:32][cH:33]2)[CH2:7][CH:8]([N:10]([CH2:11][c:12]2[c:13]([F:19])[cH:14][c:15]([F:18])[cH:16][cH:17]2)[C:20](=[O:21])[O:22][C:23]([CH3:24])([CH3:25])[CH3:26])[CH2:9]1. The reactants are CC(C)(C)[Si](C)(C)OCCBr, COc1cc(O)ccc1[N+](=O)[O-], [K+], [K+], O=C([O-])[O-], CN(C)C=O, O. Yields the product COc1cc(OCCO[Si](C)(C)C(C)(C)C)ccc1[N+](=O)[O-]. RXN SMILES: [Br:19][CH2:20][CH2:21][O:22][Si:23]([CH3:24])([CH3:25])[C:26]([CH3:27])([CH3:28])[CH3:29].[CH3:1][O:2][c:3]1[cH:4][c:5]([OH:12])[cH:6][cH:7][c:8]1[N+:9](=[O:10])[O-:11].[K+:13].[K+:14].[O-:15][C:16]([O-:17])=[O:18].[O:30]=[CH:31][N:32]([CH3:33])[CH3:34].[OH2:35]>>[CH3:1][O:2][c:3]1[cH:4][c:5]([O:12][CH2:20][CH2:21][O:22][Si:23]([CH3:24])([CH3:25])[C:26]([CH3:27])([CH3:28])[CH3:29])[cH:6][cH:7][c:8]1[N+:9](=[O:10])[O-:11]. The reactants are Br, COc1ccc(C)cc1C1CC(C)(C)CC(C)(C)C1, CCOC(C)=O, CC(=O)O, [Na+], O=C([O-])O. Yields the product Cc1ccc(O)c(C2CC(C)(C)CC(C)(C)C2)c1. Reaction SMILES: [BrH:20].[CH3:1][O:2][c:3]1[c:4]([CH:10]2[CH2:11][C:12]([CH3:18])([CH3:19])[CH2:13][C:14]([CH3:16])([CH3:17])[CH2:15]2)[cH:5][c:6]([CH3:9])[cH:7][cH:8]1.[CH3:26][CH2:27][O:28][C:29](=[O:30])[CH3:31].[CH3:32][C:33](=[O:34])[OH:35].[Na+:21].[OH:22][C:23](=[O:24])[O-:25]>>[OH:2][c:3]1[c:4]([CH:10]2[CH2:11][C:12]([CH3:18])([CH3:19])[CH2:13][C:14]([CH3:16])([CH3:17])[CH2:15]2)[cH:5][c:6]([CH3:9])[cH:7][cH:8]1. Product: CC(=O)c1ccc2cc(Br)ccc2n1. The reactants are [Br-], CON(C)C(=O)c1ccc2cc(Br)ccc2n1, C1CCOC1, C[Mg+]. As a reaction SMILES: [Br-:18].[Br:1][c:2]1[cH:3][c:4]2[cH:5][cH:6][c:7]([C:12](=[O:13])[N:14]([O:15][CH3:16])[CH3:17])[n:8][c:9]2[cH:10][cH:11]1.[CH2:21]1[O:22][CH2:23][CH2:24][CH2:25]1.[CH3:19][Mg+:20]>>[Br:1][c:2]1[cH:3][c:4]2[cH:5][cH:6][c:7]([C:12](=[O:13])[CH3:19])[n:8][c:9]2[cH:10][cH:11]1. The reactants are C1=COCCC1, ClC(Cl)Cl, OCc1cnc(Cl)c(Cl)c1, O, O, Cl[Sn]Cl. The product is Clc1cc(COC2CCCCO2)cnc1Cl. RXN SMILES: [CH2:1]1[CH2:2][O:3][CH:4]=[CH:5][CH2:6]1.[CH:22]([Cl:23])([Cl:24])[Cl:25].[Cl:12][c:13]1[n:14][cH:15][c:16]([CH2:20][OH:21])[cH:17][c:18]1[Cl:19].[OH2:7].[OH2:8].[Sn:9]([Cl:10])[Cl:11]>>[CH2:1]1[CH2:2][O:3][CH:4]([O:21][CH2:20][c:16]2[cH:15][n:14][c:13]([Cl:12])[c:18]([Cl:19])[cH:17]2)[CH2:5][CH2:6]1. The reactants are C1OC=2C=C(COC([C@@H](COC3OCCCC3)NS(=O)(=O)C3=C(C=C(C=C3C)OC)C)=O)C=CC2O1 (2(R)-(4-methoxy-2,6-dimethylbenzenesulfonyl-amino)-3-(tetrahydropyran-2-yloxy)propionic acid 3,4-methylenedioxybenzyl ester), C1OC=2C=C(C=CC2O1)CO (3,4-methylenedioxyphenyl methanol), C(CCC)P(CCCC)CCCC (tri-n-butylphosphine), N(=NC(=O)N1CCCCC1)C(=O)N1CCCCC1 (1,1′-[azodicarbonyl]dipiperidine). Solvent: C1=CC=CC=C1 (benzene), hexanes. Conditions: time 16 hour. Product: C1OC=2C=C(COC([C@@H](COC3OCCCC3)N(S(=O)(=O)C3=C(C=C(C=C3C)OC)C)CC3=CC4=C(C=C3)OCO4)=O)C=CC2O1 (2(R)-[(3,4-methylenedioxybenzyl)-(4-methoxy-2,6-dimethylbenzenesulfonyl)amino]-3-(tetrahydropyran-2-yloxy)propionic acid 3,4-methylenedioxybenzyl ester). Yield: 90.8%. Reaction SMILES: [CH2:1]1[O:36][C:35]2[CH:34]=[CH:33][C:5]([CH2:6][O:7][C:8](=[O:32])[C@H:9]([NH:18][S:19]([C:22]3[C:27]([CH3:28])=[CH:26][C:25]([O:29][CH3:30])=[CH:24][C:23]=3[CH3:31])(=[O:21])=[O:20])[CH2:10][O:11][CH:12]3[CH2:17][CH2:16][CH2:15][CH2:14][O:13]3)=[CH:4][C:3]=2[O:2]1.[CH2:37]1[O:45][C:44]2[CH:43]=[CH:42][C:41]([CH2:46]O)=[CH:40][C:39]=2[O:38]1.C(P(CCCC)CCCC)CCC.N(C(N1CCCCC1)=O)=NC(N1CCCCC1)=O>C1C=CC=CC=1>[CH2:1]1[O:36][C:35]2[CH:34]=[CH:33][C:5]([CH2:6][O:7][C:8](=[O:32])[C@H:9]([N:18]([CH2:46][C:41]3[CH:42]=[CH:43][C:44]4[O:45][CH2:37][O:38][C:39]=4[CH:40]=3)[S:19]([C:22]3[C:27]([CH3:28])=[CH:26][C:25]([O:29][CH3:30])=[CH:24][C:23]=3[CH3:31])(=[O:21])=[O:20])[CH2:10][O:11][CH:12]3[CH2:17][CH2:16][CH2:15][CH2:14][O:13]3)=[CH:4][C:3]=2[O:2]1. Procedure details: To a solution of 2(R)-(4-methoxy-2,6-dimethylbenzenesulfonyl-amino)-3-(tetrahydropyran-2-yloxy)propionic acid 3,4-methylenedioxybenzyl ester (9.0 g, 16.8 mmol) in benzene (150 mL) at 0° C. was added 3,4-methylenedioxyphenyl methanol (3.8 g, 25.2 mmol), tri-n-butylphosphine (5.1 g, 25.2 mmol), followed by 1,1′-[azodicarbonyl]dipiperidine (6.35 g, 25.2 mmol). The reaction mixture was allowed to warm to room temperature over 4 h. After 16 h, the reaction mixture was diluted with an equal volume of ...